Dataset: the Open Reaction Database (ORD), a public repository of structured organic reaction records. Task: describe an organic reaction: reactants, conditions, products, and yield Reactants: C(C)(C)N1CCN(CC1)CC1=CC=C(C=C1)C1=NC2=CC(=CC(=C2C(N1)=O)OC)OC (2-(4-((4-isopropylpiperazin-1-yl)methyl)phenyl)-5,7-dimethoxyquinazolin-4(3H)-one), [OH-].[Na+] (NaOH). The solvent is Cl (HCl). Yields the product C(C)(C)NC1CCN(CC1)CC1=CC=C(C=C1)C1=NC2=CC(=CC(=C2C(N1)=O)OC)OC (2-(4-((4-(Isopropylamino)piperidin-1-yl)methyl)phenyl)-5,7-dimethoxyquinazolin-4(3H)-one). Isolated yield 42.1%. As a reaction SMILES: C(N1C[CH2:8][N:7]([CH2:10][C:11]2[CH:16]=[CH:15][C:14]([C:17]3[NH:26][C:25](=[O:27])[C:24]4[C:19](=[CH:20][C:21]([O:30][CH3:31])=[CH:22][C:23]=4[O:28][CH3:29])[N:18]=3)=[CH:13][CH:12]=2)[CH2:6][CH2:5]1)(C)C.[OH-].[Na+]>Cl>[CH:19]([NH:18][CH:17]1[CH2:5][CH2:6][N:7]([CH2:10][C:11]2[CH:12]=[CH:13][C:14]([C:17]3[NH:26][C:25](=[O:27])[C:24]4[C:19](=[CH:20][C:21]([O:30][CH3:31])=[CH:22][C:23]=4[O:28][CH3:29])[N:18]=3)=[CH:15][CH:16]=2)[CH2:8][CH2:14]1)([CH3:24])[CH3:20] |f:1.2|. Procedure: A solution of 2-(4-((4-isopropylpiperazin-1-yl)methyl)phenyl)-5,7-dimethoxyquinazolin-4(3H)-one (0.470 g, 0.98 mmol) in 2N HCl (20 mL) was refluxed for 3 days. The resulting mixture was basified with 2N NaOH and extracted with CH2Cl2. The organics were washed with brine, dried over anhydrous Na2SO4, filtered and concentrated in vacuo. Purification by flash chromatography on silica gel, eluting with 30% to 100% of 92:7:1 CHCl3/MeOH/concentrated NH4OH in CH2Cl2, afforded the title compound (0.090 ... The reactants are C(C)(C)(C)OC(NC(=N)C=1SC(=C(C1)S(=O)(=O)C1=CC(=CC=C1)Br)SC)=O ({[4-(3-Bromo-benzenesulfonyl)-5-methylsulfanyl-thiophen-2-yl]-imino-methyl}-carbamic acid tert-butyl ester), BrC1=NC(=CC=C1)C(OC)OC (2-bromo-6-dimethoxymethyl-pyridine), CCOC(=O)C (EtOAc), C(=O)(O)[O-].[Na+] (NaHCO3). Reagents/catalysts: C=1C=CC(=CC1)[P](C=2C=CC=CC2)(C=3C=CC=CC3)[Pd]([P](C=4C=CC=CC4)(C=5C=CC=CC5)C=6C=CC=CC6)([P](C=7C=CC=CC7)(C=8C=CC=CC8)C=9C=CC=CC9)[P](C=1C=CC=CC1)(C=1C=CC=CC1)C=1C=CC=CC1 (Pd(PPh3)4), [Zn] (Zinc). Solvent: C1CCOC1 (THF), C1CCOC1 (THF), C1CCOC1 (THF). Reaction conditions: temperature 65 celsius. The product is C(=O)C1=CC=CC(=N1)C=1C=C(C=CC1)S(=O)(=O)C=1C=C(SC1SC)C(=N)N (4-[3-(6-Formyl-pyridin-2-yl)-benzenesulfonyl]-5-methylsulfanyl-thiophene-2-carboxamidine). Yield: 95.8%. RXN SMILES: Br[C:2]1[CH:7]=[CH:6][CH:5]=[C:4]([CH:8]([O:11]C)OC)[N:3]=1.C(OC(=O)[NH:19][C:20]([C:22]1[S:23][C:24]([S:37][CH3:38])=[C:25]([S:27]([C:30]2[CH:35]=[CH:34][CH:33]=[C:32](Br)[CH:31]=2)(=[O:29])=[O:28])[CH:26]=1)=[NH:21])(C)(C)C.C([O-])(O)=O.[Na+].CCOC(C)=O>C1COCC1.[Zn].C1C=CC([P]([Pd]([P](C2C=CC=CC=2)(C2C=CC=CC=2)C2C=CC=CC=2)([P](C2C=CC=CC=2)(C2C=CC=CC=2)C2C=CC=CC=2)[P](C2C=CC=CC=2)(C2C=CC=CC=2)C2C=CC=CC=2)(C2C=CC=CC=2)C2C=CC=CC=2)=CC=1>[CH:8]([C:4]1[N:3]=[C:2]([C:32]2[CH:31]=[C:30]([S:27]([C:25]3[CH:26]=[C:22]([C:20]([NH2:21])=[NH:19])[S:23][C:24]=3[S:37][CH3:38])(=[O:29])=[O:28])[CH:35]=[CH:34][CH:33]=2)[CH:7]=[CH:6][CH:5]=1)=[O:11] |f:2.3,^1:60,62,81,100|. Procedure: To a slurry of Rieke Zinc (370 mg, 5.64 mmol) in THF (7.4 mL) was added a solution of 2-bromo-6-dimethoxymethyl-pyridine (400 mg, 1.7 mmol) in THF (2.6 mL). The suspension was heated to 65° C. for 2 h and the solution was filtered through a 0.23 μm syringe filter into a THF solution of {[4-(3-bromo-benzenesulfonyl)-5-methylsulfanyl-thiophen-2-yl]-imino-methyl}-carbamic acid tert-butyl ester ((Example 27: step c) (250 mg, 0.5 mmol)) and Pd(PPh3)4 (0.112 mg, 0.1 mmol).The reaction was heated at 80... The reactants are C(C)O (ethanol), COC=1C=C2C(=NC=NC2=CC1OC)N1CCC(CC1)N1C(N(C2=CC=C(C=C2C1=O)[N+](=O)[O-])C)=O (3-[1-(6,7-Dimethoxy-4-quinazolinyl)-4-piperidinyl]-1,2,3,4-tetrahydro-1-methyl-6-nitro-2,4-dioxo-quinazoline), ferric chloride. Reagents/catalysts: [Fe] (iron). The solvent is O (water). Product: NC=1C=C2C(N(C(N(C2=CC1)C)=O)C1CCN(CC1)C1=NC=NC2=CC(=C(C=C12)OC)OC)=O (6-Amino-3-[1-(6,7-dimethoxy-4-quinazolinyl)-4-piperidinyl]-1,2,3,4-tetrahydro-1-methyl-2,4-dioxo-quinazoline). Isolated yield 58.3%. Reaction SMILES: C(O)C.[CH3:4][O:5][C:6]1[CH:7]=[C:8]2[C:13](=[CH:14][C:15]=1[O:16][CH3:17])[N:12]=[CH:11][N:10]=[C:9]2[N:18]1[CH2:23][CH2:22][CH:21]([N:24]2[C:33](=[O:34])[C:32]3[C:27](=[CH:28][CH:29]=[C:30]([N+:35]([O-])=O)[CH:31]=3)[N:26]([CH3:38])[C:25]2=[O:39])[CH2:20][CH2:19]1>[Fe].O>[NH2:35][C:30]1[CH:31]=[C:32]2[C:27](=[CH:28][CH:29]=1)[N:26]([CH3:38])[C:25](=[O:39])[N:24]([CH:21]1[CH2:20][CH2:19][N:18]([C:9]3[C:8]4[C:13](=[CH:14][C:15]([O:16][CH3:17])=[C:6]([O:5][CH3:4])[CH:7]=4)[N:12]=[CH:11][N:10]=3)[CH2:23][CH2:22]1)[C:33]2=[O:34]. Procedure details: In a solvent mixture of 15 ml of ethanol and 5 ml of water was dissolved 500 mg (1.02 mmol) of Compound 1 obtained in Example 1, and 500 mg of iron and a catalytic amount of ferric chloride were added thereto, followed by heating under reflux for 1 hour. The reaction mixture was filtered while hot by using a filter aid, and the filtrate was concentrated under reduced pressure. Water was added to the residue, and the mixture was adjusted to pH 7 with an aqueous solution of sodium bicarbonate and ... The reactants are C1CCOC1, CI, Cc1cc(C(=O)NC(=S)Nc2ccc(F)c(F)c2)cc(Cl)n1, [H-], [Na+]. Product: CSC(=Nc1ccc(F)c(F)c1)NC(=O)c1cc(C)nc(Cl)c1. RXN SMILES: [CH2:27]1[O:28][CH2:29][CH2:30][CH2:31]1.[CH3:25][I:26].[Cl:1][c:2]1[n:3][c:4]([CH3:22])[cH:5][c:6]([C:8](=[O:9])[NH:10][C:11](=[S:12])[NH:13][c:14]2[cH:15][c:16]([F:21])[c:17]([F:20])[cH:18][cH:19]2)[cH:7]1.[H-:24].[Na+:23]>>[Cl:1][c:2]1[n:3][c:4]([CH3:22])[cH:5][c:6]([C:8](=[O:9])[NH:10][C:11]([S:12][CH3:25])=[N:13][c:14]2[cH:15][c:16]([F:21])[c:17]([F:20])[cH:18][cH:19]2)[cH:7]1. Reactants: BrCC(=O)OCC (Ethyl bromoacetate), BrC=1C=C(CO)C=CC1 (3-Bromobenzyl alcohol), O (water). Run in CN(C=O)C (dimethyl formamide). Run at time 1 hour. The product is BrC=1C=C(COCC(=O)OCC)C=CC1 (ethyl 3-bromobenzyloxyacetate). Yield: 80.5%. Reaction SMILES: [Br:1][C:2]1[CH:3]=[C:4]([CH:7]=[CH:8][CH:9]=1)[CH2:5][OH:6].Br[CH2:11][C:12]([O:14][CH2:15][CH3:16])=[O:13].O>CN(C)C=O>[Br:1][C:2]1[CH:3]=[C:4]([CH:7]=[CH:8][CH:9]=1)[CH2:5][O:6][CH2:11][C:12]([O:14][CH2:15][CH3:16])=[O:13]. Procedure: Part A: 3-Bromobenzyl alcohol (2.0 g) was dissolved in dimethyl formamide (50 ml) in a dry 100 ml flask under nitrogen. Sodium hydride (0.5 g of a 60% suspension in mineral oil, washed with hexane, 11.8 mmol) was added in portions and the mixture was stirred for one hour at room temperature. Ethyl bromoacetate (1.2 ml, 11.8 mmol) was added drop-wise and the reaction was stirred overnight at room temperature then mixed with water (150 ml) and extracted with methylene chloride (3×20 ml). The extra... Reactants: chloroform-ether, OC1=C(C(=NN1C1=CC(=C(C=C1)C)C)C)C(C)=O (1-(5-Hydroxy-3-methyl-1-(3,4-dimethylphenyl)-1H-pyrazol-4-yl)-ethanone), CC(C)NC(=O)C=1SC(=CC1)C(=O)NN (5-hydrazinocarbonyl-thiophene-2-carboxylic acid 2-propylamide), O.C1(=CC=C(C=C1)S(=O)(=O)O)C (p-toluenesulfonic acid monohydrate). Solvent: C(C)(C)O (isopropanol). Conditions: temperature 90 celsius. Product: C(C)(C)NC(=O)C=1SC(=CC1)C(=O)NNC(C)=C1C(=NN(C1=O)C1=CC(=C(C=C1)C)C)C (5-(N′-{1-[1-(3,4-Dimethylphenyl)-3-methyl-5-oxo-1,5-dihydropyrazol-4-ylidene]-ethyl}hydrazinocarbonyl)-thiophene-2-carboxylic acid isopropylamide). Yield: 43.0%. Reaction SMILES: [OH:1][C:2]1[N:6]([C:7]2[CH:12]=[CH:11][C:10]([CH3:13])=[C:9]([CH3:14])[CH:8]=2)[N:5]=[C:4]([CH3:15])[C:3]=1[C:16](=O)[CH3:17].[CH3:19][CH:20]([NH:22][C:23]([C:25]1[S:26][C:27]([C:30]([NH:32][NH2:33])=[O:31])=[CH:28][CH:29]=1)=[O:24])[CH3:21].O.C1(C)C=CC(S(O)(=O)=O)=CC=1>C(O)(C)C>[CH:20]([NH:22][C:23]([C:25]1[S:26][C:27]([C:30]([NH:32][NH:33][C:16](=[C:3]2[C:2](=[O:1])[N:6]([C:7]3[CH:12]=[CH:11][C:10]([CH3:13])=[C:9]([CH3:14])[CH:8]=3)[N:5]=[C:4]2[CH3:15])[CH3:17])=[O:31])=[CH:28][CH:29]=1)=[O:24])([CH3:21])[CH3:19] |f:2.3|. Procedure details: 1-(5-Hydroxy-3-methyl-1-(3,4-dimethylphenyl)-1H-pyrazol-4-yl)-ethanone (30 mg, 0.123 mmol, synthesized in accordance with patent document 25), 5-hydrazinocarbonyl-thiophene-2-carboxylic acid 2-propylamide prepared in Reference Synthetic Example 1 and p-toluenesulfonic acid monohydrate (2 mg) in isopropanol (1 mL) were heated at 90° C. overnight under reflux. After cooling, chloroform-ether was added, and the resulting crystals were collected by filtration, washed with chloroform-ether and dried ... Starting materials: Brc1cn[nH]c1, Cc1ccccc1, O=CC=CC1CCCC1, CC(C)(C)[Si](C)(C)OC(c1cc(C(F)(F)F)cc(C(F)(F)F)c1)(c1cc(C(F)(F)F)cc(C(F)(F)F)c1)C1CCCN1, O=C(O)c1ccc([N+](=O)[O-])cc1. The product is O=CCC(C1CCCC1)n1cc(Br)cn1. As a reaction SMILES: [Br:71][c:72]1[cH:73][n:74][nH:75][cH:76]1.[CH3:64][c:65]1[cH:66][cH:67][cH:68][cH:69][cH:70]1.[CH:1]1([CH:6]=[CH:7][CH:8]=[O:9])[CH2:2][CH2:3][CH2:4][CH2:5]1.[F:10][C:11]([F:12])([F:13])[c:14]1[cH:15][c:16]([C:17]([c:18]2[cH:19][c:20]([C:21]([F:22])([F:23])[F:24])[cH:25][c:26]([C:27]([F:28])([F:29])[F:30])[cH:31]2)([O:32][Si:33]([C:34]([CH3:35])([CH3:36])[CH3:37])([CH3:38])[CH3:39])[CH:40]2[CH2:41][CH2:42][CH2:43][NH:44]2)[cH:45][c:46]([C:47]([F:48])([F:49])[F:50])[cH:51]1.[OH:52][C:53]([c:54]1[cH:55][cH:56][c:57]([N+:58](=[O:59])[O-:60])[cH:61][cH:62]1)=[O:63]>>[CH:1]1([CH:6]([CH2:7][CH:8]=[O:9])[n:75]2[n:74][cH:73][c:72]([Br:71])[cH:76]2)[CH2:2][CH2:3][CH2:4][CH2:5]1.